The task is: describe an organic reaction: reactants, conditions, products, and yield. This data is from the Open Reaction Database (ORD), a public repository of structured organic reaction records. The reactants are Cl (HCl), BrC1=CC=C(C=C1)CCC(=O)O (3-(4-bromophenyl)propanoic acid), O1CCOCC1 (dioxane). Solvent: CO (methanol). Reaction conditions: time 18 hour. The product is BrC1=CC=C(C=C1)CCC(=O)OC (Methyl 3-(4-bromophenyl)propanoate). RXN SMILES: Cl.[Br:2][C:3]1[CH:8]=[CH:7][C:6]([CH2:9][CH2:10][C:11]([OH:13])=[O:12])=[CH:5][CH:4]=1.O1CCOC[CH2:15]1>CO>[Br:2][C:3]1[CH:4]=[CH:5][C:6]([CH2:9][CH2:10][C:11]([O:13][CH3:15])=[O:12])=[CH:7][CH:8]=1. Procedure details: HCl in dioxane (4M, 61.1 mL) was added to a solution of 3-(4-bromophenyl)propanoic acid in methanol (60 mL) at room temperature. The reaction was stirred 18 h and then concentrated under vacuum. The crude product was purified by flash chromatography on silica gel using a 0-50% ethyl acetate-n-heptane gradient to afford 5.1 g of product as a colorless oil. Starting materials: IC=1N=NC(=CC1)I (3,6-diiodopyridazine), C[O-].[Na+] (sodium methylate), O (Water). Solvent: CO (methanol), CO (methanol). Reaction conditions: time 13 hour. Product: COC=1N=NC(=CC1)I (3-methoxy-6-iodopyridazine). The yield is 86.0%. Reaction SMILES: [I:1][C:2]1[N:3]=[N:4][C:5](I)=[CH:6][CH:7]=1.[CH3:9][O-:10].[Na+].O>CO>[CH3:9][O:10][C:5]1[N:4]=[N:3][C:2]([I:1])=[CH:7][CH:6]=1 |f:1.2|. Procedure details: To 2.73 g (8.23 mmol) of 3,6-diiodopyridazine were added 80 ml of methanol and 3.17 g (16.46 mmol) of 28 wt % of sodium methylate in methanol, and the mixture was stirred at room temperature for 13 hours. Water was added to the reaction mixture, and the solution was extracted with ethyl acetate. The ethyl acetate layer was washed with a saturated aqueous solution of sodium chloride, dried over anhydrous sodium sulfate, and then concentrated under reduced pressure. The obtained crude product was ... Starting materials: [OH-].[NH4+] (ammonium hydroxide), BrC(C(=O)C=1SC=CC1)C1=CC=C(C=C1)Cl (2-bromo-2-(4-chlorophenyl)-1-(2-thienyl)ethanone), C(=O)N (formamide), O (water). The solvent is C(Cl)(Cl)Cl (Chloroform). The product is ClC1=CC=C(C=C1)C=1N=CNC1C=1SC=CC1 (4-(4-Chlorophenyl)-5-(2-thienyl)-1H-imidazole). Reaction SMILES: Br[CH:2]([C:10]1[CH:15]=[CH:14][C:13]([Cl:16])=[CH:12][CH:11]=1)[C:3]([C:5]1[S:6][CH:7]=[CH:8][CH:9]=1)=O.[CH:17]([NH2:19])=O.O.[OH-].[NH4+:22]>C(Cl)(Cl)Cl>[Cl:16][C:13]1[CH:14]=[CH:15][C:10]([C:2]2[N:22]=[CH:17][NH:19][C:3]=2[C:5]2[S:6][CH:7]=[CH:8][CH:9]=2)=[CH:11][CH:12]=1 |f:3.4|. Reported procedure: A mixture of 35 g of 2-bromo-2-(4-chlorophenyl)-1-(2-thienyl)ethanone and 200 ml of formamide was refluxed under an air condenser for two hours. It was cooled, poured into water and the pH adjusted to 8-9 by adding ammonium hydroxide. Chloroform was added to the solution, and solid separated and was filtered and washed with chloroform; yield 19.3 g. This was recrystallized from dimethylformamide, filtered and washed with acetonitrile; yield 14.7 g, m.p. 244°-245° C. Reactants: ClC1=CC=C2C(=CN(C2=C1)CC(=O)O)C(=O)N1CCN(CC1)C1=C(C=CC=C1)OC ({6-chloro-3-[4-(2-methoxy-phenyl)-piperazine-1-carbonyl]-indol-1-yl}-acetic acid), C(C)(C)(C)OC(N(C)CCN)=O ((2-amino-ethyl)-methyl-carbamic acid tert-butyl ester), Cl (HCl). Product: Cl.ClC1=CC=C2C(=CN(C2=C1)CC(=O)NCCNC)C(=O)N1CCN(CC1)C1=C(C=CC=C1)OC (2-{6-Chloro-3-[4-(2-methoxy-phenyl)-piperazine-1-carbonyl]-indol-1-yl}-N-(2-methylamino-ethyl)-acetamide hydrochloride). Reaction SMILES: [Cl:1][C:2]1[CH:10]=[C:9]2[C:5]([C:6]([C:15]([N:17]3[CH2:22][CH2:21][N:20]([C:23]4[CH:28]=[CH:27][CH:26]=[CH:25][C:24]=4[O:29][CH3:30])[CH2:19][CH2:18]3)=[O:16])=[CH:7][N:8]2[CH2:11][C:12]([OH:14])=O)=[CH:4][CH:3]=1.C(O[C:36](=O)[N:37]([CH2:39][CH2:40][NH2:41])C)(C)(C)C.Cl>>[ClH:1].[Cl:1][C:2]1[CH:10]=[C:9]2[C:5]([C:6]([C:15]([N:17]3[CH2:18][CH2:19][N:20]([C:23]4[CH:28]=[CH:27][CH:26]=[CH:25][C:24]=4[O:29][CH3:30])[CH2:21][CH2:22]3)=[O:16])=[CH:7][N:8]2[CH2:11][C:12]([NH:41][CH2:40][CH2:39][NH:37][CH3:36])=[O:14])=[CH:4][CH:3]=1 |f:3.4|. Procedure details: Analogous to general procedure I, the coupling of {6-chloro-3-[4-(2-methoxy-phenyl)-piperazine-1-carbonyl]-indol-1-yl}-acetic acid (prepared herein) with (commercially available) (2-amino-ethyl)-methyl-carbamic acid tert-butyl ester gave, after treatment with HCl, the title compound. Starting materials: S(C)(O)(=O)=O, n1c(nc2c(c1c1cnc(nc1)N)CCN2[C@]1(CCN(C1)C(C(C)(C)N)=O)C)N1CCOCC1. Reagents/catalysts: c1ccc(cc1)-c2c3ccccc3cc4ccccc24 (9-Phenylanthracene). The solvent is C1CCOC1 (THF). Reaction conditions: temperature 80 celsius, time 18 hour. Product: CC(C)(N)C(=O)N1CC[C@@](C)(C1)N2CCc3c2nc(nc3c4cnc(N)nc4)N5CCOCC5. RXN SMILES: [CH3:1][C:2]([C:5]([N:7]1[CH2:12][C@:10]([N:13]2[c:17]3[c:16]([c:21]([c:22]4[cH:28][n:27][c:25]([NH2:26])[n:24][cH:23]4)[n:20][c:19]([N:29]5[CH2:34][CH2:33][O:32][CH2:31][CH2:30]5)[n:18]3)[CH2:15][CH2:14]2)([CH3:11])[CH2:9][CH2:8]1)=[O:6])([NH2:4])[CH3:3].CS(O)(=O)=O>>[CH3:1][C:2]([C:5]([N:7]1[CH2:12][C@:10]([N:13]2[c:17]3[c:16]([c:21]([c:22]4[cH:28][n:27][c:25]([NH2:26])[n:24][cH:23]4)[n:20][c:19]([N:29]5[CH2:34][CH2:33][O:32][CH2:31][CH2:30]5)[n:18]3)[CH2:15][CH2:14]2)([CH3:11])[CH2:9][CH2:8]1)=[O:6])([NH2:4])[CH3:3]. The product is CC(C)(C)OC(=O)N(CCCO)C1CCCCC1. Reactants: [Al+3], CCOC(=O)CCN(C(=O)OC(C)(C)C)C1CCCCC1, CCOC(C)=O, [H-], [H-], [H-], [H-], [Li+], C1CCOC1, O=C(O)CC(O)(CC(=O)O)C(=O)O. Reaction SMILES: [Al+3:23].[C:1]([CH3:2])([CH3:3])([CH3:4])[O:5][C:6](=[O:7])[N:8]([CH2:9][CH2:10][C:11](=[O:12])[O:13][CH2:14][CH3:15])[CH:16]1[CH2:17][CH2:18][CH2:19][CH2:20][CH2:21]1.[CH3:28][CH2:29][O:30][C:31](=[O:32])[CH3:33].[H-:22].[H-:25].[H-:26].[H-:27].[Li+:24].[O:47]1[CH2:48][CH2:49][CH2:50][CH2:51]1.[OH:34][C:35]([CH2:36][C:37]([C:38](=[O:39])[OH:40])([CH2:41][C:42](=[O:43])[OH:44])[OH:45])=[O:46]>>[C:1]([CH3:2])([CH3:3])([CH3:4])[O:5][C:6](=[O:7])[N:8]([CH2:9][CH2:10][CH2:11][OH:12])[CH:16]1[CH2:17][CH2:18][CH2:19][CH2:20][CH2:21]1. Starting materials: CCCCCCCCCCCCC(CCCCCCCCCC)C(=O)O, C1CCOC1, CN(C)C=O, O=C(Cl)C(=O)Cl, Cl. Yields the product CCCCCCCCCCCCC(CCCCCCCCCC)C(=O)Cl. Reaction SMILES: [CH2:1]([CH2:2][CH2:3][CH2:4][CH2:5][CH2:6][CH2:7][CH2:8][CH2:9][CH3:10])[CH:11]([C:12](=[O:13])[OH:14])[CH2:15][CH2:16][CH2:17][CH2:18][CH2:19][CH2:20][CH2:21][CH2:22][CH2:23][CH2:24][CH2:25][CH3:26].[CH2:39]1[O:40][CH2:41][CH2:42][CH2:43]1.[CH3:33][N:34]([CH3:35])[CH:36]=[O:37].[Cl:27][C:28]([C:29]([Cl:30])=[O:31])=[O:32].[ClH:38]>>[CH2:1]([CH2:2][CH2:3][CH2:4][CH2:5][CH2:6][CH2:7][CH2:8][CH2:9][CH3:10])[CH:11]([C:12](=[O:13])[Cl:27])[CH2:15][CH2:16][CH2:17][CH2:18][CH2:19][CH2:20][CH2:21][CH2:22][CH2:23][CH2:24][CH2:25][CH3:26]. The reactants are S(C)(=O)(=O)[O-] (mesylate), C1(C=2C(C(N1)=O)=CC=CC2)=O.[K] (potassium phthalimide), C(C)OC(C)=O.CCCCCC (ethylacetate hexane). The solvent is CN(C)C=O (DMF). Conditions: time 45 minute. Product: C1(C=2C(C(N1)=O)=CC=CC2)=O (phthalimide). Isolated yield 20.0%. Reaction SMILES: S([O-])(=O)(=O)C.[C:6]1(=[O:16])[NH:10][C:9](=[O:11])[C:8]2=[CH:12][CH:13]=[CH:14][CH:15]=[C:7]12.[K].C(OC(=O)C)C.CCCCCC>CN(C=O)C>[C:6]1(=[O:16])[NH:10][C:9](=[O:11])[C:8]2=[CH:12][CH:13]=[CH:14][CH:15]=[C:7]12 |f:1.2,3.4,^1:16|. Reported procedure: The crude mesylate thus obtained was immediately taken up in 200 ml DMF, potassium phthalimide (14.44 g, (0.078 mole) was added, and the mixture was stirred at 25°-30° C. for 45 min. Completion of the reaction was judged by tracking the presence of starting material by tlc (20% ethylacetate/hexane). The reaction mixture was partitioned between water and dichloromethane, and the dichloromethane layer was dried over K2CO3 and concentrated to a brown semi-solid. This material was dissolved in ether... The reactants are CO, Nc1nc(C2CC2)nc(C(Cl)(Cl)Cl)n1, O. Product: COc1nc(N)nc(C2CC2)n1. Reaction SMILES: [CH3:16][OH:17].[NH2:1][c:2]1[n:3][c:4]([C:11]([Cl:12])([Cl:13])[Cl:14])[n:5][c:6]([CH:8]2[CH2:9][CH2:10]2)[n:7]1.[OH2:15]>>[NH2:1][c:2]1[n:3][c:4]([O:15][CH3:16])[n:5][c:6]([CH:8]2[CH2:9][CH2:10]2)[n:7]1.